Dataset: the Open Reaction Database (ORD), a public repository of structured organic reaction records. Task: describe an organic reaction: reactants, conditions, products, and yield Reactants: Cc1ccccc1, CCOC(=O)C(C)(C)NCCCCl, O=C=Nc1ccccc1, O. The product is CCOC(=O)C(C)(C)N(CCCCl)C(=O)Nc1ccccc1. RXN SMILES: [CH3:24][c:25]1[cH:26][cH:27][cH:28][cH:29][cH:30]1.[Cl:10][CH2:11][CH2:12][CH2:13][NH:14][C:15]([C:16](=[O:17])[O:18][CH2:19][CH3:20])([CH3:21])[CH3:22].[O:1]=[C:2]=[N:3][c:4]1[cH:5][cH:6][cH:7][cH:8][cH:9]1.[OH2:23]>>[O:1]=[C:2]([NH:3][c:4]1[cH:5][cH:6][cH:7][cH:8][cH:9]1)[N:14]([CH2:13][CH2:12][CH2:11][Cl:10])[C:15]([C:16](=[O:17])[O:18][CH2:19][CH3:20])([CH3:21])[CH3:22]. Starting materials: OCCCO, COc1ccc(CNc2nnc(Cl)c3ccc(Cl)cc23)cc1Cl, [H-], [Na+], O. The product is COc1ccc(CNc2nnc(OCCCO)c3ccc(Cl)cc23)cc1Cl. As a reaction SMILES: [CH2:3]([CH2:4][CH2:5][OH:6])[OH:7].[Cl:8][c:9]1[cH:10][c:11]([CH2:12][NH:13][c:14]2[n:15][n:16][c:17]([Cl:25])[c:18]3[cH:19][cH:20][c:21]([Cl:24])[cH:22][c:23]23)[cH:26][cH:27][c:28]1[O:29][CH3:30].[H-:1].[Na+:2].[OH2:31]>>[CH2:3]([CH2:4][CH2:5][O:6][c:17]1[n:16][n:15][c:14]([NH:13][CH2:12][c:11]2[cH:10][c:9]([Cl:8])[c:28]([O:29][CH3:30])[cH:27][cH:26]2)[c:23]2[c:18]1[cH:19][cH:20][c:21]([Cl:24])[cH:22]2)[OH:7]. Starting materials: C(C)OC([C@](CC1=CC=C(C=C1)O)(OC1=CC=C(C=C1)OC)C)=O ((S)-3-(4-hydroxyphenyl)-2-methyl-2-(4-methoxyphenoxy)-propionic acid ethyl ester), CC1=C(N=C(O1)C=1SC=CC1)CCOS(=O)(=O)C1=CC=C(C=C1)C (toluene-4-sulfonic acid 2-(5-methyl-2-thiophen-2-yl-oxazol-4-yl)-ethyl ester). Product: C(C)OC([C@](CC1=CC=C(C=C1)OCCC=1N=C(OC1C)C=1SC=CC1)(OC1=CC=C(C=C1)OC)C)=O ((S)-2-Methyl-3-{4-[2-(5-methyl-2-thiophen-2-yl-oxazol-4-yl)-ethoxy]-phenyl}-2-(4-methoxyphenoxy)-propionic acid ethyl ester), oil. The yield is 32.0%. As a reaction SMILES: [CH2:1]([O:3][C:4](=[O:24])[C@@:5]([CH3:23])([O:14][C:15]1[CH:20]=[CH:19][C:18]([O:21][CH3:22])=[CH:17][CH:16]=1)[CH2:6][C:7]1[CH:12]=[CH:11][C:10]([OH:13])=[CH:9][CH:8]=1)[CH3:2].[CH3:25][C:26]1[O:30][C:29]([C:31]2[S:32][CH:33]=[CH:34][CH:35]=2)=[N:28][C:27]=1[CH2:36][CH2:37]OS(C1C=CC(C)=CC=1)(=O)=O>>[CH2:1]([O:3][C:4](=[O:24])[C@@:5]([CH3:23])([O:14][C:15]1[CH:16]=[CH:17][C:18]([O:21][CH3:22])=[CH:19][CH:20]=1)[CH2:6][C:7]1[CH:8]=[CH:9][C:10]([O:13][CH2:37][CH2:36][C:27]2[N:28]=[C:29]([C:31]3[S:32][CH:33]=[CH:34][CH:35]=3)[O:30][C:26]=2[CH3:25])=[CH:11][CH:12]=1)[CH3:2]. Procedure details: The title compound was prepared from (S)-3-(4-hydroxyphenyl)-2-methyl-2-(4-methoxyphenoxy)-propionic acid ethyl ester and toluene-4-sulfonic acid 2-(5-methyl-2-thiophen-2-yl-oxazol-4-yl)-ethyl ester to produce a colorless oil (32%). 1H NMR (300 MHz, CDCl3): δ 7.57 (d, 1H, J=3.5), 7.36 (d, 1H, J=5.1), 7.15 (d, 2H, J=8.6), 7.07 (dd, 1H, J=5.1, 3.5), 6.81 (d, 2H, J=6.6), 6.78 (d, 2H, J=8.6), 6.71 (d, 2H, J=6.6), 4.21 (q, 2H, J=7.2), 4.20 (t, 2H, J=6.4), 3.74 (s, 3H), 3.21 (d, 1H, J=13.7), 3.08 (d, ... The reactants are IC (iodomethane), [OH-].[K+] (Potassium hydroxide), FC1=CC=C(C=C1)CN1C2=NC=NC=C2N=C1S (9-[(4-fluorophenyl)methyl]-9H-purine-8-thiol). Run in O (water). Run at time 2 hour. Product: FC1=CC=C(C=C1)CN1C2=NC=NC=C2N=C1SC (9-[(4-fluorophenyl)methyl]-8-(methylthio)-9H-purine). Yield: 73.9%. Reaction SMILES: [OH-].[K+].I[CH3:4].[F:5][C:6]1[CH:11]=[CH:10][C:9]([CH2:12][N:13]2[C:21]([SH:22])=[N:20][C:19]3[C:14]2=[N:15][CH:16]=[N:17][CH:18]=3)=[CH:8][CH:7]=1>O>[F:5][C:6]1[CH:11]=[CH:10][C:9]([CH2:12][N:13]2[C:21]([S:22][CH3:4])=[N:20][C:19]3[C:14]2=[N:15][CH:16]=[N:17][CH:18]=3)=[CH:8][CH:7]=1 |f:0.1|. Procedure details: To a stirred mixture of 4.6 parts of Potassium hydroxide and 200 parts of water were added portionwise 1.7 parts of iodomethane, followed by the dropwise addition of 3.8 parts of 9-[(4-fluorophenyl)methyl]-9H-purine-8-thiol. Upon complete addition, the whole was stirred for 2 hours at room temperature. The precipitated product was filtered off and dried, yielding 3.45 parts (73.9%) of 9-[(4-fluorophenyl)methyl]-8-(methylthio)-9H-purine; mp. 167.1° C. (interm. 25). RXN SMILES: [Al+3:2].[F-:39].[H-:1].[H-:4].[H-:5].[H-:6].[Li+:3].[NH2:7][c:8]1[c:9]([C:14](=[O:15])[NH:16][CH2:17][CH2:18][NH:19][C:20]([c:21]2[cH:22][cH:23][cH:24][cH:25][cH:26]2)([c:27]2[cH:28][cH:29][cH:30][cH:31][cH:32]2)[c:33]2[cH:34][cH:35][cH:36][cH:37][cH:38]2)[cH:10][n:11][n:12]1[CH3:13].[Na+:40].[O:41]1[CH2:42][CH2:43][CH2:44][CH2:45]1>>[NH2:7][c:8]1[c:9]([CH2:14][NH:16][CH2:17][CH2:18][NH:19][C:20]([c:21]2[cH:22][cH:23][cH:24][cH:25][cH:26]2)([c:27]2[cH:28][cH:29][cH:30][cH:31][cH:32]2)[c:33]2[cH:34][cH:35][cH:36][cH:37][cH:38]2)[cH:10][n:11][n:12]1[CH3:13]. The reactants are [Al+3], [F-], [H-], [H-], [H-], [H-], [Li+], Cn1ncc(C(=O)NCCNC(c2ccccc2)(c2ccccc2)c2ccccc2)c1N, [Na+], C1CCOC1. Yields the product Cn1ncc(CNCCNC(c2ccccc2)(c2ccccc2)c2ccccc2)c1N. Procedure details: A solution of 12-bromo-1-dodecanol (1 g, 3.8 mmoles) in anhydrous tetrahydrofuran (10 mL) was treated with a 2.0 M solution of dimethylamine in tetrahydrofuran (10 mL). The reaction was stirred at room temperature for 3 days. TLC analysis on silica using 25% ethyl acetate, 75% hexanes as eluent showed the formation of a polar product with little starting material. The reaction was diluted with ethyl acetate (75 mL) and washed twice with aqueous sodium bicarbonate and water. The ethyl acetate sol... Yields the product CN(CCCCCCCCCCCCO)C (12-dimethylamino-1-dodecanol). Reactants: BrCCCCCCCCCCCCO (12-bromo-1-dodecanol), solution, CNC (dimethylamine). Conditions: time 3 day. Solvent: C(C)(=O)OCC (ethyl acetate), O1CCCC1 (tetrahydrofuran), O1CCCC1 (tetrahydrofuran), hexanes. Reaction SMILES: Br[CH2:2][CH2:3][CH2:4][CH2:5][CH2:6][CH2:7][CH2:8][CH2:9][CH2:10][CH2:11][CH2:12][CH2:13][OH:14].[CH3:15][NH:16][CH3:17]>O1CCCC1.C(OCC)(=O)C>[CH3:15][N:16]([CH3:17])[CH2:2][CH2:3][CH2:4][CH2:5][CH2:6][CH2:7][CH2:8][CH2:9][CH2:10][CH2:11][CH2:12][CH2:13][OH:14]. Reactants: C(CCCCCCCCC)C1=NN=NN1CC(=O)OCC (ethyl 5-decyl-1H-tetrazole-1-acetate), C(CCCCCCCCC)C=1N=NN(N1)C(C(=O)OCC)C1=CC=CC=C1 (ethyl (±)-5-decyl-α-phenyl-2H-tetrazole-2-acetate). Yields the product C(CCCCCCCCC)C1=NN=NN1CC(=O)O (5-decyl-1H-tetrazole-1-acetic acid). RXN SMILES: [CH2:1]([C:11]1[N:15]([CH2:16][C:17]([O:19]CC)=[O:18])[N:14]=[N:13][N:12]=1)[CH2:2][CH2:3][CH2:4][CH2:5][CH2:6][CH2:7][CH2:8][CH2:9][CH3:10].C(C1N=NN(C(C2C=CC=CC=2)C(OCC)=O)N=1)CCCCCCCCC>>[CH2:1]([C:11]1[N:15]([CH2:16][C:17]([OH:19])=[O:18])[N:14]=[N:13][N:12]=1)[CH2:2][CH2:3][CH2:4][CH2:5][CH2:6][CH2:7][CH2:8][CH2:9][CH3:10]. Procedure details: When in the general procedure of Example 79 an appropriate amount of ethyl 5-decyl-1H-tetrazole-1-acetate was substituted for ethyl (±)-5-decyl-α-phenyl-2H-tetrazole-2-acetate, the title compound was obtained, mp 104°-106° C. The reactants are N1CCNCC1 (piperazine), S(=O)(=O)(C1=CC=CC=2C(N(C)C)=CC=CC12)Cl (dansyl chloride). Solvent: C1(=CC=CC=C1)C (toluene). Yields the product S(=O)(=O)(C1=CC=CC=2C(N(C)C)=CC=CC12)N1CCNCC1 (dansylpiperazine). The yield is 168.9%. As a reaction SMILES: [NH:1]1[CH2:6][CH2:5][NH:4][CH2:3][CH2:2]1.[S:7](Cl)([C:10]1[C:22]2[CH:21]=[CH:20][CH:19]=[C:15]([N:16]([CH3:18])[CH3:17])[C:14]=2[CH:13]=[CH:12][CH:11]=1)(=[O:9])=[O:8]>C1(C)C=CC=CC=1>[S:7]([N:1]1[CH2:6][CH2:5][NH:4][CH2:3][CH2:2]1)([C:10]1[C:22]2[CH:21]=[CH:20][CH:19]=[C:15]([N:16]([CH3:18])[CH3:17])[C:14]=2[CH:13]=[CH:12][CH:11]=1)(=[O:9])=[O:8]. Procedure: Dansylpiperazine was prepared by refluxing a solution of 7.98 g piperazine (9.27 mmol) and 5.00 g dansyl chloride (18.5 mmol) in 100 mL toluene for 6 h. The product was isolated by washing the solution with 5% NaOH and then water and concentrating in vacuo to yield 5.0 g (84%) dansylpiperazine as yellow-green powder. 1H NMR (200 MHz, CDCl3) 2.7-2.9 (4H, multiplet), 2.9 (6H, singlet), 3.1-3.3 (4H, multiplet), 7.1-7.6 (3H, multiplet), 8.2-8.6 (3H, multiplet).